Dataset: the Open Reaction Database (ORD), a public repository of structured organic reaction records. Task: describe an organic reaction: reactants, conditions, products, and yield The reactants are C(=O)(OCC)N1CC(C(CC1)=O)C (1-carbethoxy-3-methyl-4-piperidone), N1CCCC1 (pyrrolidine). Solvent: C1=CC=CC=C1 (benzene). Yields the product C(C)OC(=O)N1CC(C(=CC1)N1CCCC1)C (1,2,3,6-tetrahydro-3-methyl-4-pyrrolidinylpyridine-1-carboxylic acid ethyl ester). RXN SMILES: [C:1]([N:6]1[CH2:11][CH2:10][C:9](=O)[CH:8]([CH3:13])[CH2:7]1)([O:3][CH2:4][CH3:5])=[O:2].[NH:14]1[CH2:18][CH2:17][CH2:16][CH2:15]1>C1C=CC=CC=1>[CH2:4]([O:3][C:1]([N:6]1[CH2:11][CH:10]=[C:9]([N:14]2[CH2:18][CH2:17][CH2:16][CH2:15]2)[CH:8]([CH3:13])[CH2:7]1)=[O:2])[CH3:5]. Procedure: A mixture of 92.2 g of 1-carbethoxy-3-methyl-4-piperidone and 53.5 g of pyrrolidine in 1.0 liter of benzene is heated to the boil at reflux for 2 hours and the resulting water is continuously removed azeotropically. The reaction mixture is concentrated and the crude 1,2,3,6-tetrahydro-3-methyl-4-pyrrolidinylpyridine-1-carboxylic acid ethyl ester, obtained as an oil, is used as such for the next reaction. The reactants are BrC1=C(C=NN1C)C=O (5-Bromo-1-methyl-1H-pyrazole-4-carbaldehyde), ClC1=NC=NC(=C1C(O)C=1C=NN(C1C1=CC=C(C=C1)C)C)Cl ((4,6-dichloropyrimidin-5-yl)[1-methyl-5-(4-methylphenyl)-1H-pyrazol-4-yl]methanol). The product is BrC1=C(C=NN1C)C(O)C=1C(=NC=NC1Cl)Cl ((5-bromo-1-methyl-1H-pyrazol-4-yl)(4,6-dichloropyrimidin-5-yl)methanol). RXN SMILES: [Br:1][C:2]1[N:6]([CH3:7])[N:5]=[CH:4][C:3]=1[CH:8]=[O:9].[Cl:10][C:11]1[C:16](C(C2C=NN(C)C=2C2C=CC(C)=CC=2)O)=[C:15]([Cl:32])[N:14]=[CH:13][N:12]=1>>[Br:1][C:2]1[N:6]([CH3:7])[N:5]=[CH:4][C:3]=1[CH:8]([C:16]1[C:11]([Cl:10])=[N:12][CH:13]=[N:14][C:15]=1[Cl:32])[OH:9]. Procedure details: 5-Bromo-1-methyl-1H-pyrazole-4-carbaldehyde (C24) was converted to the product using a procedure analogous to that described for the synthesis of (4,6-dichloropyrimidin-5-yl)[1-methyl-5-(4-methylphenyl)-1H-pyrazol-4-yl]methanol (C4) in Example 1, step 4. In this case the product was purified not by recrystallization, but using silica gel chromatography (Eluent: 10:1 heptane/ethyl acetate, then 2:1 heptane/ethyl acetate). Yield: 1.26 g, 3.73 mmol, 70%. LCMS m/z 339.1 (M+1). 1H NMR (400 MHz, CDCl3... The reactants are CC1(C(NC(N1)=O)=O)C (5,5-dimethylhydantoin), C([O-])([O-])=O.[K+].[K+] (potassium carbonate), C(C1=CC=CC=C1)Br (benzylbromide). The solvent is CC(=O)C (acetone), C(C)(=O)OCC (ethyl acetate). Product: C(C1=CC=CC=C1)N1C(NC(C1=O)(C)C)=O (3-benzyl-5,5-dimethylhydantoin). The yield is 91.3%. RXN SMILES: [CH3:1][C:2]1([CH3:9])[NH:6][C:5](=[O:7])[NH:4][C:3]1=[O:8].C(=O)([O-])[O-].[K+].[K+].[CH2:16](Br)[C:17]1[CH:22]=[CH:21][CH:20]=[CH:19][CH:18]=1>CC(C)=O.C(OCC)(=O)C>[CH2:16]([N:4]1[C:3](=[O:8])[C:2]([CH3:9])([CH3:1])[NH:6][C:5]1=[O:7])[C:17]1[CH:22]=[CH:21][CH:20]=[CH:19][CH:18]=1 |f:1.2.3|. Procedure details: To the stirred solution of 5,5-dimethylhydantoin (7 g, 54.7 mmole) in dry acetone (150 mL) under nitrogen were added potassium carbonate (10.6 g, 76.8 mmole) and benzylbromide (11.2 g, 65.9 mmole) at room temperature. The reaction mixture was refluxed for 20 hr. The reaction mixture was cooled to room temperature and the solid was filtered off by suction filtration. The titrate was concentrated on a rotary evaporator to give a residue. The residue was diluted with ethyl acetate and washed with w... Reactants: C(CCCCC=C)(=O)O (6-heptenoic acid), C(C(=O)Cl)(=O)Cl (oxalyl chloride). Reagents/catalysts: CN(C)C=O (DMF). Solvent: C(Cl)Cl (CH2Cl2). Reaction conditions: time 1 hour. Yields the product C(CCCCC=C)(=O)Cl (6-Heptenoyl Chloride). RXN SMILES: [C:1]([OH:9])(=O)[CH2:2][CH2:3][CH2:4][CH2:5][CH:6]=[CH2:7].C(Cl)(=O)C([Cl:13])=O>C(Cl)Cl.CN(C=O)C>[C:1]([Cl:13])(=[O:9])[CH2:2][CH2:3][CH2:4][CH2:5][CH:6]=[CH2:7]. Procedure: To a solution of 6-heptenoic acid (251 μL, 1.85 mmol) in CH2Cl2 (5 mL) at rt was added oxalyl chloride (476 μL, 5.55 mmol) and DMF (1 drop). After stirring for 1 hr, the reaction mixture was concentrated under reduced pressure and put under high vacuum for 15 min. The residual yellow oil was dissolved in CH2Cl2 (3 mL) and used as a stock solution (0.62M) for the subsequent acylation reactions. Reactants: ClC1=CC(=CC=C1)C(=O)OO (m-Chloroperbenzoic acid), NC1C(N(C2=C(CCC1)C=CC=C2)CC(=O)OCC)=O (3-amino-1-ethoxycarbonylmethyl-3,4,5,6-tetrahydro-1-benzazocin-2-(1H)-one), C(C)(=O)O (acetic acid), N(=O)OC(C)(C)C (t-butyl nitrite). Run in C(Cl)(Cl)Cl (chloroform). Conditions: time 30 minute. Product: C(C)OC(=O)CN1C(C(CCCC2C1=CC=CC2)=O)=O (1-ethoxycarbonylmethyl-tetrahydro-1-benzazocin-2,3(1H)-dione). Reaction SMILES: N[CH:2]1[CH2:9][CH2:8][CH2:7][C:6]2[CH:10]=[CH:11][CH:12]=[CH:13][C:5]=2[N:4]([CH2:14][C:15]([O:17][CH2:18][CH3:19])=[O:16])[C:3]1=[O:20].C(O)(=[O:23])C.N(OC(C)(C)C)=O.ClC1C=CC=C(C(OO)=O)C=1>C(Cl)(Cl)Cl>[CH2:18]([O:17][C:15]([CH2:14][N:4]1[C:5]2=[CH:13][CH:12]=[CH:11][CH2:10][CH:6]2[CH2:7][CH2:8][CH2:9][C:2](=[O:23])[C:3]1=[O:20])=[O:16])[CH3:19]. Reported procedure: A solution of 3-amino-1-ethoxycarbonylmethyl-3,4,5,6-tetrahydro-1-benzazocin-2-(1H)-one (8.0 g), acetic acid (0.4 ml), and t-butyl nitrite (4.2 ml) is dissolved in chloroform (150 ml) and the solution is refluxed for 2 hours then cooled to room temperature. m-Chloroperbenzoic acid (5.7 g) is added in portions, and the resulting solution stirred at room temperature for 30 minutes. The solution is washed with saturated aqueous sodium bicarbonate (120 ml), water (75 ml), 2N hydrochloric acid (50 ml...